Dataset: the Open Reaction Database (ORD), a public repository of structured organic reaction records. Task: describe an organic reaction: reactants, conditions, products, and yield Starting materials: O(C1=CC=CC=C1)C=1C=NC=CC1 (3-phenoxypyridine), O.C1(=CC=C(C=C1)S(=O)(=O)O)C (p-toluenesulfonic acid monohydrate). Solvent: C(C)O (ethanol), C(C)O (ethanol). Yields the product C1(=CC=C(C=C1)S(=O)(=O)O)C.O(C1=CC=CC=C1)C=1C=NC=CC1 (3-phenoxypyridine p-Toluenesulfonate). RXN SMILES: [O:1]([C:8]1[CH:9]=[N:10][CH:11]=[CH:12][CH:13]=1)[C:2]1[CH:7]=[CH:6][CH:5]=[CH:4][CH:3]=1.O.[C:15]1([CH3:25])[CH:20]=[CH:19][C:18]([S:21]([OH:24])(=[O:23])=[O:22])=[CH:17][CH:16]=1>C(O)C>[C:15]1([CH3:25])[CH:16]=[CH:17][C:18]([S:21]([OH:24])(=[O:22])=[O:23])=[CH:19][CH:20]=1.[O:1]([C:8]1[CH:9]=[N:10][CH:11]=[CH:12][CH:13]=1)[C:2]1[CH:3]=[CH:4][CH:5]=[CH:6][CH:7]=1 |f:1.2,4.5|. Procedure details: A solution of 9 g. of 3-phenoxypyridine in 20 ml. of absolute ethanol is treated with a solution of 9.5 g. of p-toluenesulfonic acid monohydrate in 10 ml. of absolute ethanol with stirring. The resulting solution is evaporated at reduced pressure and the residue triturated with ether to crystallize 3-phenoxypyridine p-toluenesulfonate which is collected by filtration and washed with ether; m.p. 78°-80° C. after recrystallization from 2-propanol. Procedure: The title compound was prepared by (a) reacting the product prepared in Step B of Example 1 and 4-methoxyphenylboronic acid according to the procedure described in Example 1, Step C, (b) then reacting the resulting product according to the procedure in Example 1, Step D, (c) then reacting the resulting product with ethyl 3-(2,3-difluoro-4-hydroxyphenyl)propanoate according to the procedure described in Example 1, Step E, and Example 2. Product: FC1=C(C=CC(=C1F)OCC=1N(C=CC1C(F)(F)F)C1=CC=C(C=C1)OC)CCCO (3-(2,3-Difluoro-4-{[1-(4-methoxyphenyl)-3-(trifluoromethyl)-1H-pyrrol-2-yl]methoxy}phenyl)propan-1-ol). As a reaction SMILES: [F:1][C:2]([F:13])([F:12])[C:3]1[CH:7]=[CH:6][NH:5][C:4]=1[C:8]([O:10][CH3:11])=O.[CH3:14][O:15][C:16]1[CH:21]=[CH:20][C:19](B(O)O)=[CH:18][CH:17]=1.[F:25][C:26]1[C:31]([F:32])=C(O)[CH:29]=[CH:28][C:27]=1[CH2:34][CH2:35][C:36](OCC)=[O:37]>>[F:25][C:26]1[C:31]([F:32])=[C:11]([O:10][CH2:8][C:4]2[N:5]([C:19]3[CH:20]=[CH:21][C:16]([O:15][CH3:14])=[CH:17][CH:18]=3)[CH:6]=[CH:7][C:3]=2[C:2]([F:13])([F:12])[F:1])[CH:29]=[CH:28][C:27]=1[CH2:34][CH2:35][CH2:36][OH:37]. The reactants are ( a ), ( b ), ( c ), FC(C1=C(NC=C1)C(=O)OC)(F)F (methyl 3-(trifluoromethyl)-1H-pyrrole-2-carboxylate), COC1=CC=C(C=C1)B(O)O (4-methoxyphenylboronic acid), FC1=C(C=CC(=C1F)O)CCC(=O)OCC (ethyl 3-(2,3-difluoro-4-hydroxyphenyl)propanoate). The reactants are N1=CC=C(C=C1)[C@@H](C)N ((R)-1-(pyridin-4-yl)ethanamine), C(C)(C)(C)OC(=O)C1=C(C=CC=C1)C1=CC=C(C=C1)CN1C(=C(C2=CC(=CC=C12)C(=O)O)C)C (1-((2′-(tert-butoxycarbonyl)-[1,1′-biphenyl]-4-yl)methyl)-2,3-dimethyl-1H-indole-5-carboxylic acid). The product is CC=1N(C2=CC=C(C=C2C1C)C(N[C@H](C)C1=CC=NC=C1)=O)CC1=CC=C(C=C1)C=1C(=CC=CC1)C(=O)O ((R)-4′-((2,3-dimethyl-5-((1-(pyridin-4-yl)ethyl)carbamoyl)-1H-indol-1-yl)methyl)-[1,1′-biphenyl]-2-carboxylic acid). RXN SMILES: [N:1]1[CH:6]=[CH:5][C:4]([C@H:7]([NH2:9])[CH3:8])=[CH:3][CH:2]=1.C([O:14][C:15]([C:17]1[CH:22]=[CH:21][CH:20]=[CH:19][C:18]=1[C:23]1[CH:28]=[CH:27][C:26]([CH2:29][N:30]2[C:38]3[C:33](=[CH:34][C:35]([C:39](O)=[O:40])=[CH:36][CH:37]=3)[C:32]([CH3:42])=[C:31]2[CH3:43])=[CH:25][CH:24]=1)=[O:16])(C)(C)C>>[CH3:43][C:31]1[N:30]([CH2:29][C:26]2[CH:27]=[CH:28][C:23]([C:18]3[C:17]([C:15]([OH:16])=[O:14])=[CH:22][CH:21]=[CH:20][CH:19]=3)=[CH:24][CH:25]=2)[C:38]2[C:33]([C:32]=1[CH3:42])=[CH:34][C:35]([C:39](=[O:40])[NH:9][C@@H:7]([C:4]1[CH:5]=[CH:6][N:1]=[CH:2][CH:3]=1)[CH3:8])=[CH:36][CH:37]=2. Procedure details: The title compound was prepared following the same general protocol as described in Step 8-9, Example 1, using the (R)-1-(pyridin-4-yl)ethanamine and the 1-((2′-(tert-butoxycarbonyl)-[1,1′-biphenyl]-4-yl)methyl)-2,3-dimethyl-1H-indole-5-carboxylic acid. ESI-MS (m/z): 504 [M+H]+. Reactants: C(C1=CC=CC=C1)N(C(CC1=CC(=C(C=C1)O)F)=O)CCCCCC (N-benzyl-2-(3-fluoro-4-hydroxyphenyl)-N-hexylacetamide), COC(C1=C(C=CC=C1)CBr)=O (2-bromomethylbenzoic acid methyl ester), C([O-])([O-])=O.[K+].[K+] (potassium carbonate). Run in C(C)#N (acetonitrile). The product is C(C1=CC=CC=C1)N(C(CC1=CC(=C(OCC2=C(C(=O)OC)C=CC=C2)C=C1)F)=O)CCCCCC (Methyl 2-[(4-{2-[benzyl(hexyl)amino]-2-oxoethyl}-2-fluorophenoxy)methyl]benzoate). The yield is 70.8%. RXN SMILES: [CH2:1]([N:8]([CH2:20][CH2:21][CH2:22][CH2:23][CH2:24][CH3:25])[C:9](=[O:19])[CH2:10][C:11]1[CH:16]=[CH:15][C:14]([OH:17])=[C:13]([F:18])[CH:12]=1)[C:2]1[CH:7]=[CH:6][CH:5]=[CH:4][CH:3]=1.[CH3:26][O:27][C:28](=[O:37])[C:29]1[CH:34]=[CH:33][CH:32]=[CH:31][C:30]=1[CH2:35]Br.C(=O)([O-])[O-].[K+].[K+]>C(#N)C>[CH2:1]([N:8]([CH2:20][CH2:21][CH2:22][CH2:23][CH2:24][CH3:25])[C:9](=[O:19])[CH2:10][C:11]1[CH:16]=[CH:15][C:14]([O:17][CH2:35][C:30]2[CH:31]=[CH:32][CH:33]=[CH:34][C:29]=2[C:28]([O:27][CH3:26])=[O:37])=[C:13]([F:18])[CH:12]=1)[C:2]1[CH:7]=[CH:6][CH:5]=[CH:4][CH:3]=1 |f:2.3.4|. Reported procedure: N-benzyl-2-(3-fluoro-4-hydroxyphenyl)-N-hexylacetamide (142 mg, 0.414 mmol), 2-bromomethylbenzoic acid methyl ester (99.4 mg, 0.434 mmol) and potassium carbonate anhydrous (86 mg, 0.620 mmol) were mixed in acetonitrile (5 ml). The mixture was heated to reflux overnight and then evaporated to dry. Ethyl acetate and water were added and the two phases were separated. The organic phase was washed with brine and dried (magnesium sulphate) and evaporated. Chromatography of the residue on a column (IS...